From a dataset of the Open Reaction Database (ORD), a public repository of structured organic reaction records. describe an organic reaction: reactants, conditions, products, and yield Starting materials: C(C)(=O)SC[C@@H](C(=O)Cl)C (3-acetylthio-2-(S)-methylpropanoyl chloride), C(C)(=O)SC[C@@H](C(=O)Cl)C (3-Acetylthio-2-(S)-methylpropanoyl chloride), C(C)OC(=O)[C@H](CCC1=CC=CC=C1)N[C@@H](C)C(=O)N1[C@@H](SC(=N1)C1=CC=CC=C1)C(=O)O (3-[N-(1-(S)-Ethoxycarbonyl-3-phenylpropyl)-L-alanyl]-2,3-dihydro-5-phenyl-1,3,4-thiadiazole-2-(S)-carboxylic acid). The solvent is ClCCl (dichloromethane), ClCCl (dichloromethane). Conditions: time 20 hour. The product is C(C)(=O)SC[C@H](C(=O)N1C(SC(=N1)C1=CC=CC=C1)C(=O)OCC1=CC=CC=C1)C (Benzyl 3-(3-acetylthio-2-(S)-methyl-1-oxopropyl)-2,3-dihydro- 5-phenyl-1,3,4-thiadiazole-2-carboxylate). RXN SMILES: [C:1]([S:4][CH2:5][C@H:6]([CH3:10])[C:7](Cl)=[O:8])(=[O:3])[CH3:2].C(OC([C@@H](N[C@H](C([N:30]1[N:34]=[C:33]([C:35]2[CH:40]=[CH:39][CH:38]=[CH:37][CH:36]=2)[S:32][C@H:31]1[C:41]([OH:43])=[O:42])=O)C)CCC1C=CC=CC=1)=O)C>ClCCl>[C:1]([S:4][CH2:5][C@@H:6]([CH3:10])[C:7]([N:30]1[N:34]=[C:33]([C:35]2[CH:36]=[CH:37][CH:38]=[CH:39][CH:40]=2)[S:32][CH:31]1[C:41]([O:43][CH2:33][C:35]1[CH:40]=[CH:39][CH:38]=[CH:37][CH:36]=1)=[O:42])=[O:8])(=[O:3])[CH3:2]. Procedure: 3-Acetylthio-2-(S)-methylpropanoyl chloride (2.3 g) in dichloromethane (30 ml) was added over 5 minutes to a stirred mixture of the product of Example 1, step a) (3.6 g) and polyvinylpyridine (2.4 g) in dichloromethane (60 ml). The mixture was stirred at room temperature for 20 hours and 3-acetylthio-2-(S)-methylpropanoyl chloride (1.2 g) was then added. The mixture was stirred for a further 2 hours, filtered and the filtrate stirred with a saturated solution of sodium bicarbonate for 1 hour. Th... RXN SMILES: [C:1]([O:5][C:6]([N:8]([CH2:25][C:26]1([C:30]2[C:35]([F:36])=[CH:34][CH:33]=[CH:32][N:31]=2)[CH2:29][CH2:28][CH2:27]1)[C:9]1[N:14]=[N:13][C:12]([C:15]2[S:16][C:17]([C:20]([O:22]CC)=O)=[CH:18][N:19]=2)=[CH:11][CH:10]=1)=[O:7])([CH3:4])([CH3:3])[CH3:2].[NH3:37]>CO>[C:20]([C:17]1[S:16][C:15]([C:12]2[N:13]=[N:14][C:9]([N:8]([CH2:25][C:26]3([C:30]4[C:35]([F:36])=[CH:34][CH:33]=[CH:32][N:31]=4)[CH2:27][CH2:28][CH2:29]3)[C:6](=[O:7])[O:5][C:1]([CH3:2])([CH3:4])[CH3:3])=[CH:10][CH:11]=2)=[N:19][CH:18]=1)(=[O:22])[NH2:37]. Procedure: To a solution of ethyl 2-(6-(tert-butoxycarbonyl((1-(3-fluoropyridin-2-yl)cyclobutyl)methyl)amino)pyridazin-3-yl)thiazole-5-carboxylate (162 mg, 0.32 mmol) in MeOH (8 mL) was purged with NH3 gas for 5 min. The reaction mixture was sealed and heated in a microwave reactor for 30 min at 120° C. The reaction mixture was concentrated and used in next step without purification, LRMS (M+H+) m/z 484.2. The product is C(N)(=O)C1=CN=C(S1)C1=CC=C(N=N1)N(C(OC(C)(C)C)=O)CC1(CCC1)C1=NC=CC=C1F (t-Butyl 6-(5-carbamoylthiazol-2-yl)pyridazin-3-yl((1-(3-fluoropyridin-2-yl)cyclobutyl)methyl)carbamate). The reactants are C(C)(C)(C)OC(=O)N(C1=CC=C(N=N1)C=1SC(=CN1)C(=O)OCC)CC1(CCC1)C1=NC=CC=C1F (ethyl 2-(6-(tert-butoxycarbonyl((1-(3-fluoropyridin-2-yl)cyclobutyl)methyl)amino)pyridazin-3-yl)thiazole-5-carboxylate), N (NH3). Run at temperature 120 celsius. The solvent is CO (MeOH).